The task is: describe an organic reaction: reactants, conditions, products, and yield. This data is from the Open Reaction Database (ORD), a public repository of structured organic reaction records. The reactants are C1(=CC=CC=C1)C1(C(C(=O)OC)O1)C (methyl 3-phenyl-2,3-epoxybutyrate), C(C1=CC=CC=C1)O (benzyl alcohol), S(O)(O)(=O)=O (sulfuric acid). Run at temperature 50 celsius, time 6 hour. The product is C(C1=CC=CC=C1)OC(C(C(=O)OC)O)(C)C1=CC=CC=C1 (Methyl 3-benzyloxy-3-phenyl-2-hydroxybutyrate). As a reaction SMILES: [C:1]1([C:7]2([CH3:14])[O:13][CH:8]2[C:9]([O:11][CH3:12])=[O:10])[CH:6]=[CH:5][CH:4]=[CH:3][CH:2]=1.S(=O)(=O)(O)O.[CH2:20]([OH:27])[C:21]1[CH:26]=[CH:25][CH:24]=[CH:23][CH:22]=1>>[CH2:20]([O:27][C:7]([C:1]1[CH:2]=[CH:3][CH:4]=[CH:5][CH:6]=1)([CH3:14])[CH:8]([OH:13])[C:9]([O:11][CH3:12])=[O:10])[C:21]1[CH:26]=[CH:25][CH:24]=[CH:23][CH:22]=1. Procedure: 9.6 g (50 mmol) of methyl 3-phenyl-2,3-epoxybutyrate are dissolved in 150 ml of benzyl alcohol, and 0.5 ml of concentrated sulfuric acid is added. The mixture is stirred at 50° C. for 6 hours and allowed to cool to room temperature. After neutralization with sodium bicarbonate solution, the excess benzyl alcohol is removed by distillation under high vacuum, and the residue is purified by flash chromatography on silica gel with 9:1 n-hexane/ethyl acetate. After removal of the solvent by distillat... The reactants are CCOCC (ether), OC=1C=C(C=CC1O)NC(=O)NNC(=O)OCC1=CC=CC=C1 (2-[[(3,4-dihydroxyphenyl)amino]carbonyl]hydrazinecarboxylic acid, phenylmethyl ester), CO (methanol), Cl (hydrochloric acid). Reagents/catalysts: [Pd] (palladium on charcoal). The product is Cl.OC=1C=C(C=CC1O)NC(=O)NN (N-(3,4-Dihydroxyphenyl)hydrazinecarboxamide, hydrochloride). Reaction SMILES: [OH:1][C:2]1[CH:3]=[C:4]([NH:9][C:10]([NH:12][NH:13]C(OCC2C=CC=CC=2)=O)=[O:11])[CH:5]=[CH:6][C:7]=1[OH:8].CO.[ClH:26].CCOCC>[Pd]>[ClH:26].[OH:1][C:2]1[CH:3]=[C:4]([NH:9][C:10]([NH:12][NH2:13])=[O:11])[CH:5]=[CH:6][C:7]=1[OH:8] |f:5.6|. Reported procedure: A solution of 5.03 g (15.85 mmol) of 2-[[(3,4-dihydroxyphenyl)amino]carbonyl]hydrazinecarboxylic acid, phenylmethyl ester in 250 ml of methanol containing 2.64 ml (31.70 mmol) of hydrochloric acid was hydrogenated in the presence of 0.5 g of 10% palladium on charcoal for 5 minutes. The catalyst was filtered off and the solvent was distilled off in vacuo to leave a solid which was stirred with a few ml of dry ether; yield after drying in vacuo: 3.36 g; melting point 170°-180° C., dec. The reactants are [Br-], CC(C)(C)[N+](C(C)(C)C)(C(C)(C)C)C(C)(C)C, ClCCl, CO, CN1C(=O)COc2ccc(N)cc21. The product is CN1C(=O)COc2cc(Br)c(N)cc21. RXN SMILES: [Br-:1].[C:2]([N+:3]([C:4]([CH3:5])([CH3:6])[CH3:7])([C:8]([CH3:9])([CH3:10])[CH3:11])[C:12]([CH3:13])([CH3:14])[CH3:15])([CH3:16])([CH3:17])[CH3:18].[CH2:32]([Cl:33])[Cl:34].[CH3:35][OH:36].[NH2:19][c:20]1[cH:21][cH:22][c:23]2[c:24]([cH:31]1)[N:25]([CH3:30])[C:26](=[O:29])[CH2:27][O:28]2>>[Br:1][c:21]1[c:20]([NH2:19])[cH:31][c:24]2[c:23]([cH:22]1)[O:28][CH2:27][C:26](=[O:29])[N:25]2[CH3:30]. Starting materials: Cl.BrC1=CSC2=C1N=CN=C2NN ((7-Bromothieno[3,2-d]pyrimidin-4-yl)hydrazine hydrochloride), N1=CC(=CC=C1)C=O (3-pyridinecarboxaldehyde). The solvent is C(C)O (ethanol). Product: BrC1=CSC2=C1N=CN=C2NN=CC=2C=NC=CC2 (3-pyridinecarboxaldehyde(7-bromothieno[3,2-d]pyrimidin-4-yl)hydrazone). The yield is 79.8%. RXN SMILES: Cl.[Br:2][C:3]1[C:7]2[N:8]=[CH:9][N:10]=[C:11]([NH:12][NH2:13])[C:6]=2[S:5][CH:4]=1.[N:14]1[CH:19]=[CH:18][CH:17]=[C:16]([CH:20]=O)[CH:15]=1>C(O)C>[Br:2][C:3]1[C:7]2[N:8]=[CH:9][N:10]=[C:11]([NH:12][N:13]=[CH:20][C:16]3[CH:15]=[N:14][CH:19]=[CH:18][CH:17]=3)[C:6]=2[S:5][CH:4]=1 |f:0.1|. Reported procedure: A suspension of (7-bromothieno[3,2-d]pyrimidin-4-yl)hydrazine hydrochloride (168, 29 mg, 0.12 mmol) and 3-pyridinecarboxaldehyde(18 mg, 0.17 mmol) in ethanol (2 mL) was heated at reflux for 4 hours. After cooling to room temperature, the solid product was collected by vacuum filtration to yield 3-pyridinecarboxaldehyde(7-bromothieno[3,2-d]pyrimidin-4-yl)hydrazone (32 mg, 81% yield) as a pale yellow solid. The reactants are C(C1=CC=CC=C1)=O (Benzaldehyde), C(CC)(=O)OC(CC)=O (propionic anhydride), Cl(=O)(=O)(=O)O (perchloric acid). The product is C(CC)(=O)OC(C1=CC=CC=C1)OC(CC)=O (Benzylidene Bispropionate). Reaction SMILES: [CH:1](=[O:8])[C:2]1[CH:7]=[CH:6][CH:5]=[CH:4][CH:3]=1.[C:9]([O:13]C(=O)CC)(=[O:12])[CH2:10][CH3:11].Cl(O)(=O)(=O)=O>>[C:1]([O:8][CH:1]([O:13][C:9](=[O:12])[CH2:10][CH3:11])[C:2]1[CH:7]=[CH:6][CH:5]=[CH:4][CH:3]=1)(=[O:8])[CH2:2][CH3:3]. Procedure: Benzaldehyde (1.5 mol) and propionic anhydride (1.5 mol) were reacted in the presence of 0.5 ml perchloric acid by the procedure of Example 4. The resulting benzylidene bispropionate distilled at 104° C (0.1 (mm/Hg). The reactants are ClC=1C(=NC=C(C1)C(F)(F)F)C1=CC(=C(C=C1)Cl)C(=O)Cl (3-chloro-2-(4-chloro-3-chloroformylphenyl)-5-trifluoromethylpyridine), N (ammonia). The solvent is C(Cl)Cl (methylene chloride). Reaction conditions: temperature 0 celsius, time 3 hour. The product is C(N)(=O)C=1C=C(C=CC1Cl)C1=NC=C(C=C1Cl)C(F)(F)F (2-(3-Carbamoyl-4-chlorophenyl)-3-chloro-5-trifluoromethylpyridine). As a reaction SMILES: [Cl:1][C:2]1[C:3]([C:12]2[CH:17]=[CH:16][C:15]([Cl:18])=[C:14]([C:19](Cl)=[O:20])[CH:13]=2)=[N:4][CH:5]=[C:6]([C:8]([F:11])([F:10])[F:9])[CH:7]=1.[NH3:22]>C(Cl)Cl>[C:19]([C:14]1[CH:13]=[C:12]([C:3]2[C:2]([Cl:1])=[CH:7][C:6]([C:8]([F:11])([F:10])[F:9])=[CH:5][N:4]=2)[CH:17]=[CH:16][C:15]=1[Cl:18])(=[O:20])[NH2:22]. Reported procedure: A solution of 4.0 g of 3-chloro-2-(4-chloro-3-chloroformylphenyl)-5-trifluoromethylpyridine in 10 ml of methylene chloride was added dropwise to 100 ml of a 25% by weight aqueous ammonia solution cooled to 0° C. After 3 hours, the crystals which had formed were separated off, stirred with n-hexane, again separated off, washed with n-hexane and finally dried. Yield: 2.8 g (75%) of colorless crystals; melting point: 167°-168° C. The reactants are CC(C)(C)N, CCO, C=C(C(=O)OC)c1ccc(Cl)cc1. The product is COC(=O)C(CNC(C)(C)C)c1ccc(Cl)cc1. RXN SMILES: [C:14]([CH3:15])([CH3:16])([CH3:17])[NH2:18].[CH3:19][CH2:20][OH:21].[Cl:1][c:2]1[cH:3][cH:4][c:5]([C:8]([C:9](=[O:10])[O:11][CH3:12])=[CH2:13])[cH:6][cH:7]1>>[Cl:1][c:2]1[cH:3][cH:4][c:5]([CH:8]([C:9](=[O:10])[O:11][CH3:12])[CH2:13][NH:18][C:14]([CH3:15])([CH3:16])[CH3:17])[cH:6][cH:7]1.